From a dataset of the Open Reaction Database (ORD), a public repository of structured organic reaction records. describe an organic reaction: reactants, conditions, products, and yield The reactants are CC(C)(C)c1cc([N+](=O)[O-])ccc1O, CO, ClI, O. The product is CC(C)(C)c1cc([N+](=O)[O-])cc(I)c1O. RXN SMILES: [C:1]([CH3:2])([CH3:3])([CH3:4])[c:5]1[c:6]([OH:14])[cH:7][cH:8][c:9]([N+:11](=[O:12])[O-:13])[cH:10]1.[CH3:18][OH:19].[I:16][Cl:17].[OH2:15]>>[C:1]([CH3:2])([CH3:3])([CH3:4])[c:5]1[c:6]([OH:14])[c:7]([I:16])[cH:8][c:9]([N+:11](=[O:12])[O-:13])[cH:10]1.